From a dataset of the Open Reaction Database (ORD), a public repository of structured organic reaction records. describe an organic reaction: reactants, conditions, products, and yield Yields the product O=C(NCC(=O)N1CCC(Oc2ccccc2C(=O)O)CC1)c1cc(-c2ccccc2)[nH]n1. Reactants: CC(C)=O, O=Cc1ccccc1OC1CCN(C(=O)CNC(=O)c2cc(-c3ccccc3)[nH]n2)CC1, [O-][Cl+][O-], NS(=O)(=O)O, [Na+], O. Reaction SMILES: [CH3:43][C:44](=[O:45])[CH3:46].[CH:6](=[O:7])[c:8]1[c:9]([O:10][CH:11]2[CH2:12][CH2:13][N:14]([C:17]([CH2:18][NH:19][C:20](=[O:21])[c:22]3[n:23][nH:24][c:25](-[c:27]4[cH:28][cH:29][cH:30][cH:31][cH:32]4)[cH:26]3)=[O:33])[CH2:15][CH2:16]2)[cH:34][cH:35][cH:36][cH:37]1.[Cl+:38]([O-:39])[O-:40].[NH2:1][S:2](=[O:3])(=[O:4])[OH:5].[Na+:41].[OH2:42]>>[C:6](=[O:7])([c:8]1[c:9]([O:10][CH:11]2[CH2:12][CH2:13][N:14]([C:17]([CH2:18][NH:19][C:20](=[O:21])[c:22]3[n:23][nH:24][c:25](-[c:27]4[cH:28][cH:29][cH:30][cH:31][cH:32]4)[cH:26]3)=[O:33])[CH2:15][CH2:16]2)[cH:34][cH:35][cH:36][cH:37]1)[OH:39]. Reactants: C1CCOC1 (THF), Cl (HCl), Cl (HCl), OC1=CC=2C=3C4=C(C(=CC3NC2C=C1)C1=C(C=CC(=C1)[N+](=O)[O-])OC)C(NC4=O)=O (9-hydroxy-4-(2-methoxy-5-nitrophenyl)pyrrolo[3,4-c]carbazole-1,3(2H,6H)-dione). Reagents/catalysts: B#[Ni] (nickel boride). Run in CO (methanol). Conditions: temperature 60 celsius. Yields the product NC=1C=CC(=C(C1)C1=CC=2NC=3C=CC(=CC3C2C2=C1C(NC2=O)=O)O)OC (4-(5-Amino-2-methoxyphenyl)-9-hydroxypyrrolo[3,4-c]carbazole-1,3(2H,6H)-dione), OC1=CC=2C=3C4=C(C(=CC3NC2C=C1)C1=C(C=CC(=C1)[N+](=O)[O-])OC)C(NC4=O)=O (9-hydroxy-4-(2-methoxy-5-nitrophenyl)pyrrolo[3,4-c]carbazole-1,3(2H,6H)-dione). Reaction SMILES: [OH:1][C:2]1[CH:14]=[CH:13][C:12]2[NH:11][C:10]3[CH:9]=[C:8]([C:15]4[CH:20]=[C:19]([N+:21]([O-:23])=[O:22])[CH:18]=[CH:17][C:16]=4[O:24][CH3:25])[C:7]4[C:26](=[O:30])[NH:27][C:28](=[O:29])[C:6]=4[C:5]=3[C:4]=2[CH:3]=1.C1COCC1.Cl>CO.B#[Ni]>[NH2:21][C:19]1[CH:18]=[CH:17][C:16]([O:24][CH3:25])=[C:15]([C:8]2[C:7]3[C:26](=[O:30])[NH:27][C:28](=[O:29])[C:6]=3[C:5]3[C:4]4[CH:3]=[C:2]([OH:1])[CH:14]=[CH:13][C:12]=4[NH:11][C:10]=3[CH:9]=2)[CH:20]=1.[OH:1][C:2]1[CH:14]=[CH:13][C:12]2[NH:11][C:10]3[CH:9]=[C:8]([C:15]4[CH:20]=[C:19]([N+:21]([O-:23])=[O:22])[CH:18]=[CH:17][C:16]=4[O:24][CH3:25])[C:7]4[C:26](=[O:30])[NH:27][C:28](=[O:29])[C:6]=4[C:5]=3[C:4]=2[CH:3]=1. Procedure: To a solution of 9-hydroxy-4-(2-methoxy-5-nitrophenyl)pyrrolo[3,4-c]carbazole-1,3(2H,6H)-dione (VI; Ar=2-methoxy-5-nitrophenyl, R10═H) (38) (64 mg, 0.159 mmol) prepared according to example 72 in methanol (10 mL) and THF (1 mL) was added 2N HCl (1 mL) Freshly prepared nickel boride (˜0.50 g) was added and the mixture was warmed at 60° C. After 1 h HCl (1 mL) and Ni2B (−0.50 g) were added and the reaction mixture was maintained at 60° C. a total of 4 h. The solvents were removed in vacuo and the ... Starting materials: [BH4-], C1CCOC1, C=CCOc1ccc2c(c1)CSC2, [Na+], [Pd], c1ccc(P(c2ccccc2)c2ccccc2)cc1, c1ccc(P(c2ccccc2)c2ccccc2)cc1, c1ccc(P(c2ccccc2)c2ccccc2)cc1, c1ccc(P(c2ccccc2)c2ccccc2)cc1. Product: Oc1ccc2c(c1)CSC2. Reaction SMILES: [BH4-:14].[CH2:16]1[O:17][CH2:18][CH2:19][CH2:20]1.[CH2:1]([CH:2]=[CH2:3])[O:4][c:5]1[cH:6][c:7]2[c:8]([cH:12][cH:13]1)[CH2:9][S:10][CH2:11]2.[Na+:15].[Pd:97].[c:21]1([P:22]([c:23]2[cH:24][cH:25][cH:26][cH:27][cH:28]2)[c:29]2[cH:30][cH:31][cH:32][cH:33][cH:34]2)[cH:35][cH:36][cH:37][cH:38][cH:39]1.[c:40]1([P:41]([c:42]2[cH:43][cH:44][cH:45][cH:46][cH:47]2)[c:48]2[cH:49][cH:50][cH:51][cH:52][cH:53]2)[cH:54][cH:55][cH:56][cH:57][cH:58]1.[c:59]1([P:60]([c:61]2[cH:62][cH:63][cH:64][cH:65][cH:66]2)[c:67]2[cH:68][cH:69][cH:70][cH:71][cH:72]2)[cH:73][cH:74][cH:75][cH:76][cH:77]1.[c:78]1([P:79]([c:80]2[cH:81][cH:82][cH:83][cH:84][cH:85]2)[c:86]2[cH:87][cH:88][cH:89][cH:90][cH:91]2)[cH:92][cH:93][cH:94][cH:95][cH:96]1>>[OH:4][c:5]1[cH:6][c:7]2[c:8]([cH:12][cH:13]1)[CH2:9][S:10][CH2:11]2. Solvent: C(Cl)Cl (methylene chloride). Product: [N-]1C=NC=C1.CN1C=NC=C1C(=O)O (1-methyl-5-imidazolyl carboxylic acid imidazolide). Starting materials: CN1C=NC=C1C(=O)O (1-methyl-5-imidazole carboxylic acid), C(=O)(N1C=NC=C1)N1C=NC=C1 (carbonyldiimidazole). Procedure details: 1-methyl-5-imidazole carboxylic acid, 7.0 gm, was added to 50 ml of methylene chloride. 5.2 gm of carbonyldiimidazole was added to the system. The system was stirred at room temperature for 18 hours to give the 1-methyl-5-imidazolyl carboxylic acid imidazolide. RXN SMILES: [CH3:1][N:2]1[C:6]([C:7]([OH:9])=[O:8])=[CH:5][N:4]=[CH:3]1.C(N1C=CN=C1)(N1C=CN=C1)=O>C(Cl)Cl>[N-:2]1[CH:6]=[CH:5][N:4]=[CH:3]1.[CH3:1][N:2]1[C:6]([C:7]([OH:9])=[O:8])=[CH:5][N:4]=[CH:3]1 |f:3.4|. Conditions: time 18 hour.